Dataset: the Open Reaction Database (ORD), a public repository of structured organic reaction records. Task: describe an organic reaction: reactants, conditions, products, and yield Reactants: solution, B(Br)(Br)Br (boron tribromide), ClC=1C=C(C=CC1)CCC1=C(C=CC=C1)OCC1=CC=CC=C1 (benzyl 2-[2-(3-chlorophenyl)ethyl]phenyl ether). The solvent is C(Cl)Cl (methylene chloride), C(Cl)Cl (methylene chloride). Run at time 2 hour. Product: ClC=1C=C(C=CC1)CCC1=C(C=CC=C1)O (2-[2-(3-Chlorophenyl)ethyl]phenol). Isolated yield 99.0%. Reaction SMILES: [Cl:1][C:2]1[CH:3]=[C:4]([CH2:8][CH2:9][C:10]2[CH:15]=[CH:14][CH:13]=[CH:12][C:11]=2[O:16]CC2C=CC=CC=2)[CH:5]=[CH:6][CH:7]=1.B(Br)(Br)Br>C(Cl)Cl>[Cl:1][C:2]1[CH:3]=[C:4]([CH2:8][CH2:9][C:10]2[CH:15]=[CH:14][CH:13]=[CH:12][C:11]=2[OH:16])[CH:5]=[CH:6][CH:7]=1. Reported procedure: The whole of this benzyl 2-[2-(3-chlorophenyl)ethyl]phenyl ether was dissolved in 50 ml of methylene chloride, and 17 ml of a 1M solution of boron tribromide in methylene chloride were added to the solution, whilst ice-cooling. The mixture was then allowed to stand at room temperature for 2 hours. At the end of this time, the solvent was removed by distillation under reduced pressure, and the resulting residue was purified by column chromatography through silica gel, using a 10:1 by volume mixtu... Reactants: NC([C@H](CC1=CC=C(C=C1)C=1C=CC2=C(N(C(O2)=O)CCOC)C1)NC(=O)C1(CCOCC1)NC(OC(C)(C)C)=O)=O ((S)-tert-Butyl 4-(1-amino-3-(4-(3-(2-methoxyethyl)-2-oxo-2,3-dihydrobenzo[d]oxazol-5-yl)phenyl)-1-oxopropan-2-ylcarbamoyl)tetrahydro-2H-pyran-4-ylcarbamate), CC[N+](CC)(CC)S(=O)(=O)N=C([O-])OC (Burgess' reagent). The solvent is ClCCl (dichloromethane). Conditions: time 18 hour. Product: C(#N)[C@H](CC1=CC=C(C=C1)C=1C=CC2=C(N(C(O2)=O)CCOC)C1)NC(=O)C1(CCOCC1)NC(OC(C)(C)C)=O ((S)-tert-Butyl 4-(1-cyano-2-(4-(3-(2-methoxyethyl)-2-oxo-2,3-dihydrobenzo[d]oxazol-5-yl)phenyl)ethylcarbamoyl)tetrahydro-2H-pyran-4-ylcarbamate). Isolated yield 89.8%. RXN SMILES: [NH2:1][C:2](=O)[C@@H:3]([NH:25][C:26]([C:28]1([NH:34][C:35](=[O:41])[O:36][C:37]([CH3:40])([CH3:39])[CH3:38])[CH2:33][CH2:32][O:31][CH2:30][CH2:29]1)=[O:27])[CH2:4][C:5]1[CH:10]=[CH:9][C:8]([C:11]2[CH:12]=[CH:13][C:14]3[O:18][C:17](=[O:19])[N:16]([CH2:20][CH2:21][O:22][CH3:23])[C:15]=3[CH:24]=2)=[CH:7][CH:6]=1.CC[N+](S(N=C(OC)[O-])(=O)=O)(CC)CC>ClCCl>[C:2]([C@@H:3]([NH:25][C:26]([C:28]1([NH:34][C:35](=[O:41])[O:36][C:37]([CH3:39])([CH3:38])[CH3:40])[CH2:29][CH2:30][O:31][CH2:32][CH2:33]1)=[O:27])[CH2:4][C:5]1[CH:6]=[CH:7][C:8]([C:11]2[CH:12]=[CH:13][C:14]3[O:18][C:17](=[O:19])[N:16]([CH2:20][CH2:21][O:22][CH3:23])[C:15]=3[CH:24]=2)=[CH:9][CH:10]=1)#[N:1]. Procedure: (S)-tert-Butyl 4-(1-amino-3-(4-(3-(2-methoxyethyl)-2-oxo-2,3-dihydrobenzo[d]oxazol-5-yl)phenyl)-1-oxopropan-2-ylcarbamoyl)tetrahydro-2H-pyran-4-ylcarbamate (Example 24, step (ii), 162 mg) in dichloromethane (8 mL) was treated with Burgess' reagent (133 mg) and the mixture was stirred at room temperature for 18 h. The solvent was partially evaporated and the mixture was purified by chromatography on silica eluting with 1:1 ethyl acetate/isohexane as eluent to yield a white solid (141 mg). The reactants are CC=1C=C(C=CC1C)O (3,4-Dimethylphenol), C(=O)([O-])[O-].[Cs+].[Cs+] (Cs2CO3), BrC(C(=O)OCC)C (ethyl 2-bromopropionate). Run in CN(C)C=O (DMF). Conditions: temperature 90 celsius, time 16 hour. Yields the product C(C)OC(C(C)OC1=CC(=C(C=C1)C)C)=O (2-(3,4-Dimethylphenoxy)propionic acid ethyl ester). Reaction SMILES: [CH3:1][C:2]1[CH:3]=[C:4]([OH:9])[CH:5]=[CH:6][C:7]=1[CH3:8].C([O-])([O-])=O.[Cs+].[Cs+].Br[CH:17]([CH3:23])[C:18]([O:20][CH2:21][CH3:22])=[O:19]>CN(C=O)C>[CH2:21]([O:20][C:18](=[O:19])[CH:17]([O:9][C:4]1[CH:5]=[CH:6][C:7]([CH3:8])=[C:2]([CH3:1])[CH:3]=1)[CH3:23])[CH3:22] |f:1.2.3|. Procedure details: 3,4-Dimethylphenol (0.30 mol), Cs2CO3 (197.0 g, 0.61 mol), and ethyl 2-bromopropionate (54.3 g, 0.30 mol) were combined in anhydrous DMF (1000 mL) and stirred at 90° C. under an atmosphere of nitrogen. After 16 h, the DMF was removed in vacuo. The residue was dissolved in ethyl acetate (300 mL) and washed twice with water and once with brine. The organic layer was dried over Na2SO4 and concentrated in vacuo to produce an oil.